describe an organic reaction: reactants, conditions, products, and yield From a dataset of the Open Reaction Database (ORD), a public repository of structured organic reaction records. Reactants: Cl (hydrochloric acid), ClC1=CC=C(C=C1)C1(C(C2=CC(=C(C(=C2C1=O)Cl)Cl)O)=O)C (2-(p-chlorophenyl)-2-methyl-4,5-dichloro-6-hydroxyindan-1,3-dione), C([O-])([O-])=O.[K+].[K+] (potassium carbonate), C(C)OC(CBr)=O (ethylbromoacetate), [OH-].[Na+] (sodium hydroxide). The solvent is O (water), CN(C=O)C (dimethylformamide), O (water). Run at temperature 80 celsius. Yields the product O=C1C(C(C2=C(C(=C(C=C12)OCC(=O)O)Cl)Cl)=O)(C)C1=CC=C(C=C1)Cl ([1,3-Dioxo-2-(p-chlorophenyl)-2-methyl-4,5-dichloro-6-indanyloxy]acetic acid). Reaction SMILES: [Cl:1][C:2]1[CH:7]=[CH:6][C:5]([C:8]2([CH3:22])[C:16](=[O:17])[C:15]3[C:10](=[CH:11][C:12]([OH:20])=[C:13]([Cl:19])[C:14]=3[Cl:18])[C:9]2=[O:21])=[CH:4][CH:3]=1.C(=O)([O-])[O-].[K+].[K+].C([O:31][C:32](=[O:35])[CH2:33]Br)C.[OH-].[Na+].Cl>CN(C)C=O.O>[O:21]=[C:9]1[C:10]2[C:15](=[C:14]([Cl:18])[C:13]([Cl:19])=[C:12]([O:20][CH2:33][C:32]([OH:35])=[O:31])[CH:11]=2)[C:16](=[O:17])[C:8]1([C:5]1[CH:6]=[CH:7][C:2]([Cl:1])=[CH:3][CH:4]=1)[CH3:22] |f:1.2.3,5.6|. Procedure details: A stirred mixture of 2-(p-chlorophenyl)-2-methyl-4,5-dichloro-6-hydroxyindan-1,3-dione (3.06 g., 0.00863 mole), potassium carbonate (2.26 g., 0.0163 mole) and ethylbromoacetate (2.72 g., 0.0163 mole) in dimethylformamide (50 ml.) is warmed at 55°-60°C. for two hours, then treated with water (50 ml.)-10N sodium hydroxide solution (2.5 ml., 0.025 mole) and heated at 80°C. for 1 hour. The reaction mixture is added slowly to water (500 ml.)-12N hydrochloric acid (10 ml.) to precipitate [1,3-dioxo-2-... Starting materials: C(C)C(N(C(=O)OCC1=CC=CC=C1)CP(=S)(OC1=CC(=CC=C1)Cl)OC1=CC(=CC=C1)Cl)C(=O)O (Ethyl-N-[bis(metachlorophenoxy)phosphinothioylmethyl]-N-(benzyloxycarbonyl)glycine), Br (hydrobromic acid), C(C)(=O)O (acetic acid). Yields the product C(C)N(CC(=O)O)CP(=S)(OC1=CC(=CC=C1)Cl)OC1=CC(=CC=C1)Cl (ethyl-N-[bis(metachlorophenoxy)phosphinothioylmethyl]glycine). Reaction SMILES: C([CH:3]([C:34]([OH:36])=[O:35])[N:4]([CH2:15][P:16]([O:26][C:27]1[CH:32]=[CH:31][CH:30]=[C:29]([Cl:33])[CH:28]=1)([O:18][C:19]1[CH:24]=[CH:23][CH:22]=[C:21]([Cl:25])[CH:20]=1)=[S:17])[C:5](OCC1C=CC=CC=1)=O)C.Br.[C:38](O)(=O)C>>[CH2:5]([N:4]([CH2:15][P:16]([O:18][C:19]1[CH:24]=[CH:23][CH:22]=[C:21]([Cl:25])[CH:20]=1)([O:26][C:27]1[CH:32]=[CH:31][CH:30]=[C:29]([Cl:33])[CH:28]=1)=[S:17])[CH2:3][C:34]([OH:36])=[O:35])[CH3:38]. Reported procedure: Ethyl-N-[bis(metachlorophenoxy)phosphinothioylmethyl]-N-(benzyloxycarbonyl)glycine (1.0 g.) was dissolved in 15 ml. of 35% hydrobromic acid in acetic acid and was stirred for one hour. The reaction mixture was concentrated under vacuum and the residue triturated thoroughly with ether three times, dissolved in benzene and treated with excess propylene oxide. The resultant solution was concentrated in vacuo and the residue chromatographed on silica gel using diethyl ether as an eluant to yield eth... Reactants: Cc1nc2ccccc2n1-c1nc(N2CCOCC2)c2nc(CBr)n(C)c2n1, CNCC1CCCO1. Product: Cc1nc2ccccc2n1-c1nc(N2CCOCC2)c2nc(CN(C)CC3CCCO3)n(C)c2n1. Reaction SMILES: [Br:1][CH2:2][c:3]1[n:4]([CH3:28])[c:5]2[n:6][c:7](-[n:18]3[c:19]([CH3:27])[n:20][c:21]4[c:22]3[cH:23][cH:24][cH:25][cH:26]4)[n:8][c:9]([N:12]3[CH2:13][CH2:14][O:15][CH2:16][CH2:17]3)[c:10]2[n:11]1.[CH3:29][NH:30][CH2:31][CH:32]1[O:33][CH2:34][CH2:35][CH2:36]1>>[CH2:2]([c:3]1[n:4]([CH3:28])[c:5]2[n:6][c:7](-[n:18]3[c:19]([CH3:27])[n:20][c:21]4[c:22]3[cH:23][cH:24][cH:25][cH:26]4)[n:8][c:9]([N:12]3[CH2:13][CH2:14][O:15][CH2:16][CH2:17]3)[c:10]2[n:11]1)[N:30]([CH3:29])[CH2:31][CH:32]1[O:33][CH2:34][CH2:35][CH2:36]1. The reactants are NC=1C(=NC=CN1)C(=O)O (3-amino-pyrazine-2-carboxylic acid), N1=CC=CC=C1 (pyridine), N.O (NH3.H2O). The reagents and catalysts are CN(C)C=1C=CN=CC1 (DMAP). The solvent is C(CC)(=O)OC(CC)=O (propionic acid anhydride). Conditions: time 8 hour. Product: C(CC)(=O)NC=1C(=NC=CN1)C(=O)N (3-propionylamino-pyrazine-2-carboxylic acid amide). Isolated yield 43.0%. RXN SMILES: [NH2:1][C:2]1[C:3]([C:8]([OH:10])=O)=[N:4][CH:5]=[CH:6][N:7]=1.N1C=C[CH:14]=[CH:13][CH:12]=1.[NH3:17].[OH2:18]>CN(C1C=CN=CC=1)C.C(OC(=O)CC)(=O)CC>[C:12]([NH:1][C:2]1[C:3]([C:8]([NH2:17])=[O:10])=[N:4][CH:5]=[CH:6][N:7]=1)(=[O:18])[CH2:13][CH3:14] |f:2.3|. Procedure: A mixture of 3-amino-pyrazine-2-carboxylic acid (20.9 g, 0.15 mol), pyridine (29.6 g, 0.375 mol) and DMAP (1.83 g, 15 mmol) in propionic acid anhydride (100 mL) was stirred at room temperature overnight. The reaction mixture was poured into NH3.H2O (500 mL) partially at 0° C. After stirred for 30 min at 0° C., the precipitated solid was filtered, washed with water, dried in air to give 3-propionylamino-pyrazine-2-carboxylic acid amide as a beige solid (12.4 g, 43%), which was used directly in th... Reactants: OC1CCC(O)C1, O=C1c2ccccc2C(Cl)(c2ccc(Cl)cc2)N1Cc1ccc(Cl)cc1. The product is O=C1c2ccccc2C(OC2CCC(O)C2)(c2ccc(Cl)cc2)N1Cc1ccc(Cl)cc1. Reaction SMILES: [CH:27]1([OH:33])[CH2:28][CH:29]([OH:32])[CH2:30][CH2:31]1.[Cl:1][C:2]1([c:20]2[cH:21][cH:22][c:23]([Cl:26])[cH:24][cH:25]2)[N:3]([CH2:12][c:13]2[cH:14][cH:15][c:16]([Cl:19])[cH:17][cH:18]2)[C:4](=[O:11])[c:5]2[cH:6][cH:7][cH:8][cH:9][c:10]21>>[C:2]1([c:20]2[cH:21][cH:22][c:23]([Cl:26])[cH:24][cH:25]2)([O:32][CH:29]2[CH2:28][CH:27]([OH:33])[CH2:31][CH2:30]2)[N:3]([CH2:12][c:13]2[cH:14][cH:15][c:16]([Cl:19])[cH:17][cH:18]2)[C:4](=[O:11])[c:5]2[cH:6][cH:7][cH:8][cH:9][c:10]21.